This data is from the Open Reaction Database (ORD), a public repository of structured organic reaction records. The task is: describe an organic reaction: reactants, conditions, products, and yield The reactants are C(C)(C)(C)OC(=O)N1CC(NCC1)(C=O)CC1=C(C=C(C=C1)F)F (3-(2,4-Difluoro-Benzyl)-3-Formyl-Piperazine-1-Carboxylic Acid Tert-Butyl Ester), [O-]S(=O)(=O)[O-].[Mg+2] (MgSO4), solution, CC(=O)[O-].[Na+] (NaOAc), [BH3-]C#N.[Na+] (NaCNBH3), CN (methyl amine). Solvent: CO (MeOH), COCCOC (DME). Run at time 1 hour. Yields the product C(C)(C)(C)OC(=O)N1CC(NCC1)(CNC)CC1=C(C=C(C=C1)F)F (3-(2,4-Difluoro-Benzyl)-3-Methylaminomethyl-Piperazine-1-Carboxylic Acid Tert-Butyl Ester). As a reaction SMILES: [C:1]([O:5][C:6]([N:8]1[CH2:13][CH2:12][NH:11][C:10]([CH2:16][C:17]2[CH:22]=[CH:21][C:20]([F:23])=[CH:19][C:18]=2[F:24])([CH:14]=O)[CH2:9]1)=[O:7])([CH3:4])([CH3:3])[CH3:2].[O-]S([O-])(=O)=O.[Mg+2].CN.CC([O-])=O.[Na+].[BH3-][C:39]#[N:40].[Na+]>COCCOC.CO>[C:1]([O:5][C:6]([N:8]1[CH2:13][CH2:12][NH:11][C:10]([CH2:16][C:17]2[CH:22]=[CH:21][C:20]([F:23])=[CH:19][C:18]=2[F:24])([CH2:14][NH:40][CH3:39])[CH2:9]1)=[O:7])([CH3:4])([CH3:3])[CH3:2] |f:1.2,4.5,6.7|. Procedure: To a solution of the aldehyde of Example 198, Step A (340 mg, 1 mmol) in dry DME (10 mL) was added about 250 mg MgSO4 followed by methyl amine (1 mL of a 2.0M solution in MeOH, 2 equiv). The reaction was monitored by MS for the consumption of aldehyde and formation of the corresponding imine (+APcl(M+1)+ 354). Once imine formation was complete, NaOAc (820 mg, 10 mmol) and NaCNBH3 (248 mg, 4 mmol) were added and the mixture was stirred at room temperature for 1 h. The mixture was filtered through... Starting materials: C(C)C1=NN(C2=CC(=CC=C12)B(O)O)C1=CC=CC=C1 (3-ethyl-1-phenyl-1H-indazol-6-ylboronic acid), OO (H2O2). Run in C(C)(=O)OCC (ethyl acetate). Reaction conditions: temperature 0 celsius, time 2 hour. Yields the product C(C)C1=NN(C2=CC(=CC=C12)O)C1=CC=CC=C1 (3-ethyl-1-phenyl-1H-indazol-6-ol). Reaction SMILES: [CH2:1]([C:3]1[C:11]2[C:6](=[CH:7][C:8](B(O)O)=[CH:9][CH:10]=2)[N:5]([C:15]2[CH:20]=[CH:19][CH:18]=[CH:17][CH:16]=2)[N:4]=1)[CH3:2].[OH:21]O>C(OCC)(=O)C>[CH2:1]([C:3]1[C:11]2[C:6](=[CH:7][C:8]([OH:21])=[CH:9][CH:10]=2)[N:5]([C:15]2[CH:20]=[CH:19][CH:18]=[CH:17][CH:16]=2)[N:4]=1)[CH3:2]. Reported procedure: Into a 50-mL round-bottom flask, was placed a solution of 3-ethyl-1-phenyl-1H-indazol-6-ylboronic acid (1.4 g, 5.26 mmol, 1.00 equiv) in ethyl acetate (10 mL). To the resulting mixture was then added H2O2 (2 mL) dropwise with stirring at 0° C. The resulting solution was stirred for 2 h at 0° C. in a water/ice bath. The resulting mixture was concentrated under vacuum. The residue was applied onto a silica gel column with ethyl acetate/petroleum ether (1:10) to yield 3-ethyl-1-phenyl-1H-indazol-6-... Starting materials: CO, Cl, [H][H], On1nnc2ccc(Cn3ccnc3)cc21. RXN SMILES: [CH3:20][OH:21].[ClH:1].[H:18][H:19].[n:2]1([CH2:7][c:8]2[cH:9][cH:10][c:11]3[c:12]([n:13]([OH:16])[n:14][n:15]3)[cH:17]2)[cH:3][n:4][cH:5][cH:6]1>>[ClH:1].[n:2]1([CH2:7][c:8]2[cH:9][cH:10][c:11]3[c:12]([n:13][n:14][nH:15]3)[cH:17]2)[cH:3][n:4][cH:5][cH:6]1. Product: Cl, c1cn(Cc2ccc3[nH]nnc3c2)cn1. The reactants are BrCCCCCCBr, CSc1ccc(CCCCO)cc1, [Na+], [OH-]. Yields the product CSc1ccc(CCCCOCCCCCCBr)cc1. RXN SMILES: [Br:14][CH2:15][CH2:16][CH2:17][CH2:18][CH2:19][CH2:20][Br:21].[CH3:1][S:2][c:3]1[cH:4][cH:5][c:6]([CH2:9][CH2:10][CH2:11][CH2:12][OH:13])[cH:7][cH:8]1.[Na+:23].[OH-:22]>>[CH3:1][S:2][c:3]1[cH:4][cH:5][c:6]([CH2:9][CH2:10][CH2:11][CH2:12][O:13][CH2:20][CH2:19][CH2:18][CH2:17][CH2:16][CH2:15][Br:14])[cH:7][cH:8]1. The reactants are Diisopropylazidocarboxylate, O[C@H](CC)C1=C(C=C(C(=C1)C)C)C=1CCN(CC1)C(=O)OC(C)(C)C (tert-butyl 4-{2-[(1R)-1-hydroxypropyl]-4,5-dimethylphenyl)-3,6-dihydropyridine-1(2H)-carboxylate), C1(=CC=CC=C1)P(C1=CC=CC=C1)C1=CC=CC=C1 (triphenylphosphine), N1C=NC=C1 (imidazole). The reagents and catalysts are [Zn](N=[N+]=[N-])N=[N+]=[N-] (Zn(N3)2). Solvent: C(Cl)Cl (DCM). Conditions: time 18 hour. The product is O[C@@H](CC)C1=C(C=C(C(=C1)C)C)C=1CCN(CC1)C(=O)OC(C)(C)C (tert-butyl 4-{2-[(1S)-1-hydroxypropyl]-4,5-dimethylphenyl}-3,6-dihydropyridine-1(2H)-carboxylate). Reaction SMILES: [OH:1][C@@H:2]([C:5]1[CH:10]=[C:9]([CH3:11])[C:8]([CH3:12])=[CH:7][C:6]=1[C:13]1[CH2:14][CH2:15][N:16]([C:19]([O:21][C:22]([CH3:25])([CH3:24])[CH3:23])=[O:20])[CH2:17][CH:18]=1)[CH2:3][CH3:4].C1(P(C2C=CC=CC=2)C2C=CC=CC=2)C=CC=CC=1.N1C=CN=C1>C(Cl)Cl.[Zn](N=[N+]=[N-])N=[N+]=[N-]>[OH:1][C@H:2]([C:5]1[CH:10]=[C:9]([CH3:11])[C:8]([CH3:12])=[CH:7][C:6]=1[C:13]1[CH2:18][CH2:17][N:16]([C:19]([O:21][C:22]([CH3:23])([CH3:25])[CH3:24])=[O:20])[CH2:15][CH:14]=1)[CH2:3][CH3:4]. Procedure details: Diisopropylazidocarboxylate (2.96 mL, 15.1 mmol) was added dropwise to a stirred mixture of alcohol 109 (1.3 g, 3.76 mmol), Zn(N3)2.2Py (prepared according to the method described by Viaud, M-C; Rollin, P. in Synthesis, 1990,130), triphenylphosphine (3.95 g, 15.1 mmol) and imidazole (1.03 g, 15.1 mmol) in DCM (100 mL) at approximately 0° C. After the addition, the resulting mixture was allowed to warm to ambient temperature and stirred vigorously for 18 h. The reaction mixture was filtered throu... Starting materials: CN(C)CC1=CNC2=C1C=C(C=C2)F (5-fluorogramine), [N+](=O)([O-])C(C)CC (2-nitrobutane). The product is CC(CC1=CNC2=CC=C(C=C12)F)(CC)[N+](=O)[O-] (3-(2'-methyl-2'-nitrobutyl)-5-fluoro-indole). As a reaction SMILES: CN([CH2:4][C:5]1[C:9]2[CH:10]=[C:11]([F:14])[CH:12]=[CH:13][C:8]=2[NH:7][CH:6]=1)C.[N+:15]([CH:18]([CH2:20][CH3:21])[CH3:19])([O-:17])=[O:16]>>[CH3:19][C:18]([N+:15]([O-:17])=[O:16])([CH2:20][CH3:21])[CH2:4][C:5]1[C:9]2[C:8](=[CH:13][CH:12]=[C:11]([F:14])[CH:10]=2)[NH:7][CH:6]=1. Reported procedure: The procedure described in Example 3 applied to 5-fluorogramine and 2-nitrobutane yielded the intermediate product 3-(2'-methyl-2'-nitrobutyl)-5-fluoro-indole. Melting point 71°-72°C. (from benzine). Catalytic reduction thereof yielded 3-(2'-methyl-2'-aminobutyl)-5-fluoro-indole; melting point of the hydrochloride salt 248°-250°C. (from isopropanol). The reactants are C=O (formaldehyde), CNC(CCC(C1=CC=CC=C1)[N+](=O)[O-])C (Methyl-(1-methyl-4-nitro-4-phenyl-butyl)-amine), S(=O)(=O)([O-])[O-].[Na+].[Na+] (Sodium sulfate). The solvent is C(C)(=O)OCC (ethyl acetate), O1CCOCC1 (dioxane). Run at time 30 minute. Yields the product CN1C(CCC(C1)(C1=CC=CC=C1)[N+](=O)[O-])C (1,2-Dimethyl-5-nitro-5-phenyl-piperidine). The yield is 52.2%. As a reaction SMILES: [CH3:1][NH:2][CH:3]([CH3:16])[CH2:4][CH2:5][CH:6]([N+:13]([O-:15])=[O:14])[C:7]1[CH:12]=[CH:11][CH:10]=[CH:9][CH:8]=1.[CH2:17]=O.S([O-])([O-])(=O)=O.[Na+].[Na+]>O1CCOCC1.C(OCC)(=O)C>[CH3:1][N:2]1[CH2:17][C:6]([N+:13]([O-:15])=[O:14])([C:7]2[CH:12]=[CH:11][CH:10]=[CH:9][CH:8]=2)[CH2:5][CH2:4][CH:3]1[CH3:16] |f:2.3.4|. Procedure details: To a suspension of 138 mg (0.621 mmol) Methyl-(1-methyl-4-nitro-4-phenyl-butyl)-amine in 2.2 ml dioxane under argon at room temperature, was added 49.8 ul (0.683 mmol) formaldehyde (37% in water). The mixture was stirred at room temperature for 30 minutes and then at 65° C. for 4.5 hours. The mixture was cooled to room temperature and diluted with ethyl acetate. Sodium sulfate was added. The mixture was filtered and the filtrate was concentrated in vacuo. The residue was purified on silica (Elue... The reactants are C(C)OC(\C=C(\C)/NC1=C(C=C(C=C1C)C)C)=O (Z-3-(2,4,6-trimethylphenylamino)-but-2-enoic acid ethylester), C(C1=CC=CC=C1)#N (benzonitrile). Reagents/catalysts: CC(=O)[O-].CC(=O)[O-].[Cu+2] (Cu(OAc)2). Yields the product C(C)OC(=O)C=1C(=NN(C1C)C1=C(C=C(C=C1C)C)C)CC (5-methyl-3-ethyl-1-(2,4,6-trimethylphenyl)-1H-pyrazole-4-carboxylic acid ethylester). Yield: 83.0%. Reaction SMILES: [CH2:1]([O:3][C:4](=[O:18])/[CH:5]=[C:6](\[NH:8][C:9]1[C:14]([CH3:15])=[CH:13][C:12]([CH3:16])=[CH:11][C:10]=1[CH3:17])/[CH3:7])[CH3:2].[C:19](#[N:26])[C:20]1C=CC=C[CH:21]=1>CC([O-])=O.CC([O-])=O.[Cu+2]>[CH2:1]([O:3][C:4]([C:5]1[C:19]([CH2:20][CH3:21])=[N:26][N:8]([C:9]2[C:14]([CH3:15])=[CH:13][C:12]([CH3:16])=[CH:11][C:10]=2[CH3:17])[C:6]=1[CH3:7])=[O:18])[CH3:2] |f:2.3.4|. Procedure: According to AVV A, (Z-3-(2,4,6-trimethylphenylamino)-but-2-enoic acid ethylester (247.3 mg, 1.0 mmol, 1.0 equiv.) was stirred with Cu(OAc)2 (544.9 mg, 3.0 mmol, 3.0 equiv.) into benzonitrile (3.0 ml, 29.4 mmol, 29.4 equiv.) for 14 hours at 120° C. The brown oil obtained as raw product (524.3 mg) was purified by means of column chromatography (silica gel (50 g), pentane/EtOAc 98:2→0:100). The product was obtained in the form of a white solid (289.4 mg, 0.83 mmol, 83%). Starting materials: C[N+]1([O-])CCOCC1, CC#N, CCC[N+](CCC)(CCC)CCC, ClCCl, CCOc1cc2c(cc1C(C)=C(F)CO)C(C(C)C)=CCC2(C)C, O=[Ru](=O)(=O)[O-]. Product: CCOc1cc2c(cc1C(C)=C(F)C=O)C(C(C)C)=CCC2(C)C. RXN SMILES: [CH3:25][N+:26]1([O-:27])[CH2:28][CH2:29][O:30][CH2:31][CH2:32]1.[CH3:36][C:37]#[N:38].[CH3:44][CH2:45][CH2:46][N+:47]([CH2:48][CH2:49][CH3:50])([CH2:51][CH2:52][CH3:53])[CH2:54][CH2:55][CH3:56].[Cl:33][CH2:34][Cl:35].[F:1][C:2]([CH2:3][OH:4])=[C:5]([CH3:6])[c:7]1[c:8]([O:22][CH2:23][CH3:24])[cH:9][c:10]2[c:15]([cH:16]1)[C:14]([CH:17]([CH3:18])[CH3:19])=[CH:13][CH2:12][C:11]2([CH3:20])[CH3:21].[O-:39][Ru:40](=[O:41])(=[O:42])=[O:43]>>[F:1][C:2]([CH:3]=[O:4])=[C:5]([CH3:6])[c:7]1[c:8]([O:22][CH2:23][CH3:24])[cH:9][c:10]2[c:15]([cH:16]1)[C:14]([CH:17]([CH3:18])[CH3:19])=[CH:13][CH2:12][C:11]2([CH3:20])[CH3:21]. Reactants: FC=1C(=CC2=C(N=C(S2)C)C1)[N+](=O)[O-] (5-fluoro-2-methyl-6-nitrobenzothiazole), C([O-])([O-])=O.[K+].[K+] (potassium carbonate), C1=NC=CC=2C(=CC=CC12)S (5-Isoquinolinethiol). The solvent is CN(C)C=O (DMF). Run at time 1 hour. Product: C1=NC=CC2=C(C=CC=C12)SC=1C(=CC2=C(N=C(S2)C)C1)[N+](=O)[O-] (5-(5-isoquinolylsulfanyl)-2-methyl-6-nitrobenzo[d][1,3]thiazole). Isolated yield 34.0%. As a reaction SMILES: [CH:1]1[C:10]2[CH:9]=[CH:8][CH:7]=[C:6]([SH:11])[C:5]=2[CH:4]=[CH:3][N:2]=1.F[C:13]1[C:14]([N+:23]([O-:25])=[O:24])=[CH:15][C:16]2[S:20][C:19]([CH3:21])=[N:18][C:17]=2[CH:22]=1.C(=O)([O-])[O-].[K+].[K+]>CN(C=O)C>[CH:1]1[C:10]2[C:5](=[C:6]([S:11][C:13]3[C:14]([N+:23]([O-:25])=[O:24])=[CH:15][C:16]4[S:20][C:19]([CH3:21])=[N:18][C:17]=4[CH:22]=3)[CH:7]=[CH:8][CH:9]=2)[CH:4]=[CH:3][N:2]=1 |f:2.3.4|. Procedure: 5-Isoquinolinethiol 250 mg (1.5 mmol) was dissolved in DMF 10 ml, 5-fluoro-2-methyl-6-nitrobenzothiazole 330 mg (1.5 mmol) and potassium carbonate 650 mg (4.7 mmol) were added, and the mixture was stirred for 1 hour at room temperature. The reaction mixture was concentrated under reduced pressure, the residue was crystallized from ether, and 5-(5-isoquinolylsulfanyl)-2-methyl-6-nitrobenzo[d][1,3]thiazole 180 mg (33.1%) was obtained.